Dataset: the Open Reaction Database (ORD), a public repository of structured organic reaction records. Task: describe an organic reaction: reactants, conditions, products, and yield The reactants are C([O-])(O)=O.[Na+] (sodium bicarbonate), N1=CC=CC=C1 (pyridine), C(C)(=O)Cl (acetyl chloride), C1(=CC=CC=C1)N1C(=NC2=C1C=C(C=C2)OCCCCO)C2=CC=CC=C2 (4-[(1,2-diphenyl-1H-benzimidazol-6-yl)oxy]butan-1-ol). Solvent: ClCCl (dichloromethane), O (water). Conditions: time 15 hour. Product: C1(=CC=CC=C1)N1C(=NC2=C1C=C(C=C2)OCCCCOC(C)=O)C2=CC=CC=C2 (Acetic acid-[4-[(1,2-diphenyl-1H-benzimidazol-6-yl)oxy]but-1-yl]ester). As a reaction SMILES: [C:1]1([N:7]2[C:11]3[CH:12]=[C:13]([O:16][CH2:17][CH2:18][CH2:19][CH2:20][OH:21])[CH:14]=[CH:15][C:10]=3[N:9]=[C:8]2[C:22]2[CH:27]=[CH:26][CH:25]=[CH:24][CH:23]=2)[CH:6]=[CH:5][CH:4]=[CH:3][CH:2]=1.N1C=CC=CC=1.[C:34](Cl)(=[O:36])[CH3:35].C(=O)(O)[O-].[Na+]>ClCCl.O>[C:1]1([N:7]2[C:11]3[CH:12]=[C:13]([O:16][CH2:17][CH2:18][CH2:19][CH2:20][O:21][C:34](=[O:36])[CH3:35])[CH:14]=[CH:15][C:10]=3[N:9]=[C:8]2[C:22]2[CH:23]=[CH:24][CH:25]=[CH:26][CH:27]=2)[CH:6]=[CH:5][CH:4]=[CH:3][CH:2]=1 |f:3.4|. Reported procedure: 50 mg of 4-[(1,2-diphenyl-1H-benzimidazol-6-yl)oxy]butan-1-ol was dissolved in 1 ml of dichloromethane, mixed with 0.34 ml of pyridine and 20 μl of acetyl chloride and stirred for 15 hours. It was mixed with saturated sodium bicarbonate solution, diluted with water, extracted twice with dichloromethane, the combined organic phases were washed with saturated sodium chloride solution, dried on sodium sulfate and concentrated by evaporation in a vacuum. The residue was purified using thick-layer ch... Starting materials: C(C(C)C)N1C2=CC=C(C=C2C=2CCCCC12)[N+](=O)[O-] (9-isobutyl-6-nitro-2,3,4,9-tetrahydro-1H-carbazole), CO (methanol), [H][H] (hydrogen). The reagents and catalysts are [Pd] (palladium on carbon). Solvent: C(C)(=O)OCC (ethyl acetate). The product is C(C(C)C)N1C2=CC=C(C=C2C=2CCCCC12)N (9-isobutyl-2,3,4,9-tetrahydro-1H-carbazol-6-amine). Yield: 92.2%. RXN SMILES: [CH2:1]([N:5]1[C:17]2[CH2:16][CH2:15][CH2:14][CH2:13][C:12]=2[C:11]2[C:6]1=[CH:7][CH:8]=[C:9]([N+:18]([O-])=O)[CH:10]=2)[CH:2]([CH3:4])[CH3:3].CO.[H][H]>[Pd].C(OCC)(=O)C>[CH2:1]([N:5]1[C:17]2[CH2:16][CH2:15][CH2:14][CH2:13][C:12]=2[C:11]2[C:6]1=[CH:7][CH:8]=[C:9]([NH2:18])[CH:10]=2)[CH:2]([CH3:4])[CH3:3]. Procedure details: A solution of the compound obtained in Step 1 (290 mg, 1.06 mmol) and 10% palladium on carbon (50% wet, 10 mg, 0.09 mmol) in a mixed solvent of methanol (4 mL) and ethyl acetate (4 mL) was stirred at room temperature for 14 hr under 1 atm of hydrogen atmosphere. The catalyst was removed by filtration, and the filtrate was concentrated under reduced pressure to give 9-isobutyl-2,3,4,9-tetrahydro-1H-carbazol-6-amine (237 mg, 0.977 mmol, 92%) as a brown oil. The reactants are C1(=CC=CC=C1)CCCCC(=O)Cl (5-phenylvaleroylchloride), NNC(=S)N (thiosemicarbazide). Solvent: CN(C=O)C (dimethylformamide). Product: C1(=CC=CC=C1)CCCCC(=O)NNC(=S)N (1-(5-phenylvaleroyl)-3-thiosemicarbazide). As a reaction SMILES: [C:1]1([CH2:7][CH2:8][CH2:9][CH2:10][C:11](Cl)=[O:12])[CH:6]=[CH:5][CH:4]=[CH:3][CH:2]=1.[NH2:14][NH:15][C:16]([NH2:18])=[S:17]>CN(C)C=O>[C:1]1([CH2:7][CH2:8][CH2:9][CH2:10][C:11]([NH:14][NH:15][C:16]([NH2:18])=[S:17])=[O:12])[CH:6]=[CH:5][CH:4]=[CH:3][CH:2]=1. Procedure: A mixture of 9.9 g. of 5-phenylvaleroylchloride and 4.6 g. of thiosemicarbazide was stirred in 20 ml. of dimethylformamide for 6 hours at 22° C. The solvent was evaporated and 10 ml. of water and 10 ml.of ether were added to the residue. The precipitate was filtered off to give the intermediate 1-(5-phenylvaleroyl)-3-thiosemicarbazide, m.p. 140°-141° C. The reactants are O=C([O-])O, CC(C)c1nc(CCOCc2ccccc2)n(Cc2ccc([N+](=O)[O-])cc2)c1Sc1cc(Cl)cc(Cl)c1, Cl, [Na+]. Yields the product CC(C)c1nc(CCO)n(Cc2ccc([N+](=O)[O-])cc2)c1Sc1cc(Cl)cc(Cl)c1. As a reaction SMILES: [C:39](=[O:40])([O-:41])[OH:42].[CH2:2]([c:3]1[cH:4][cH:5][cH:6][cH:7][cH:8]1)[O:9][CH2:10][CH2:11][c:12]1[n:13]([CH2:29][c:30]2[cH:31][cH:32][c:33]([N+:36](=[O:37])[O-:38])[cH:34][cH:35]2)[c:14]([S:20][c:21]2[cH:22][c:23]([Cl:28])[cH:24][c:25]([Cl:27])[cH:26]2)[c:15]([CH:17]([CH3:18])[CH3:19])[n:16]1.[ClH:1].[Na+:43]>>[OH:9][CH2:10][CH2:11][c:12]1[n:13]([CH2:29][c:30]2[cH:31][cH:32][c:33]([N+:36](=[O:37])[O-:38])[cH:34][cH:35]2)[c:14]([S:20][c:21]2[cH:22][c:23]([Cl:28])[cH:24][c:25]([Cl:27])[cH:26]2)[c:15]([CH:17]([CH3:18])[CH3:19])[n:16]1. The yield is 28.3%. Run at time 2.5 hour. The product is N1C(=CC=C1)C(=O)C1=CC=C(C=C1)N1C(O[C@H](C1)CNC(C)=O)=O (N-([(5S)-N-(4-[pyrrol-2-ylcarbonyl]phenyl)-2-oxooxazolidin-5-yl]methyl)acetamide). The reactants are C[Si](CCOCN1C(=CC=C1)C(=O)C1=CC=C(C=C1)N1C(O[C@H](C1)CNC(C)=O)=O)(C)C (N-([(5S)-N-(4-[1-(2-trimethylsilylethoxymethyl)pyrrol-2-ylcarbonyl]phenyl)-2-oxooxazolidin-5-yl]methyl)acetamide), [F-].C(CCC)[N+](CCCC)(CCCC)CCCC (tetrabutylammonium fluoride). Solvent: C1CCOC1 (THF), C1CCOC1 (THF). As a reaction SMILES: C[Si](C)(C)CCOC[N:7]1[CH:11]=[CH:10][CH:9]=[C:8]1[C:12]([C:14]1[CH:19]=[CH:18][C:17]([N:20]2[CH2:24][C@H:23]([CH2:25][NH:26][C:27](=[O:29])[CH3:28])[O:22][C:21]2=[O:30])=[CH:16][CH:15]=1)=[O:13].[F-].C([N+](CCCC)(CCCC)CCCC)CCC>C1COCC1>[NH:7]1[CH:11]=[CH:10][CH:9]=[C:8]1[C:12]([C:14]1[CH:19]=[CH:18][C:17]([N:20]2[CH2:24][C@H:23]([CH2:25][NH:26][C:27](=[O:29])[CH3:28])[O:22][C:21]2=[O:30])=[CH:16][CH:15]=1)=[O:13] |f:1.2|. Procedure: A solution of N-([(5S)-N-(4-[1-(2-trimethylsilylethoxymethyl)pyrrol-2-ylcarbonyl]phenyl)-2-oxooxazolidin-5-yl]methyl)acetamide (0.79 g, 1.72 mM) in dry THF (15 ml) was stirred under nitrogen and treated dropwise with a solution of tetrabutylammonium fluoride in THF (1 M, 8.6 mM). The solution was stirred for 2.5 hours and then heated at reflux for 4 hours. The solution was evaporated and the residue partitioned between EtOAc and water. The organic layer was washed with water, dried (Mg SO4) and ... The reactants are O=C([O-])[O-], O=C(CCl)N1CCN(c2ccc(-c3ncccn3)cc2)CC1, [Cs+], [Cs+], CC(O)C1(C(=O)Nc2ccc3c(c2)c(-c2ccc(F)cc2)nn3C(c2ccccc2)(c2ccccc2)c2ccccc2)CCNC1, CN(C)C=O. Yields the product CC(O)C1(C(=O)Nc2ccc3c(c2)c(-c2ccc(F)cc2)nn3C(c2ccccc2)(c2ccccc2)c2ccccc2)CCN(CC(=O)N2CCN(c3ccc(-c4ncccn4)cc3)CC2)C1. RXN SMILES: [C:1](=[O:2])([O-:3])[O-:4].[Cl:53][CH2:54][C:55](=[O:56])[N:57]1[CH2:58][CH2:59][N:60]([c:63]2[cH:64][cH:65][c:66](-[c:69]3[n:70][cH:71][cH:72][cH:73][n:74]3)[cH:67][cH:68]2)[CH2:61][CH2:62]1.[Cs+:5].[Cs+:6].[F:7][c:8]1[cH:9][cH:10][c:11](-[c:14]2[n:15][n:16]([C:34]([c:35]3[cH:36][cH:37][cH:38][cH:39][cH:40]3)([c:41]3[cH:42][cH:43][cH:44][cH:45][cH:46]3)[c:47]3[cH:48][cH:49][cH:50][cH:51][cH:52]3)[c:17]3[cH:18][cH:19][c:20]([NH:23][C:24](=[O:25])[C:26]4([CH:31]([CH3:32])[OH:33])[CH2:27][NH:28][CH2:29][CH2:30]4)[cH:21][c:22]23)[cH:12][cH:13]1.[O:75]=[CH:76][N:77]([CH3:78])[CH3:79]>>[F:7][c:8]1[cH:9][cH:10][c:11](-[c:14]2[n:15][n:16]([C:34]([c:35]3[cH:36][cH:37][cH:38][cH:39][cH:40]3)([c:41]3[cH:42][cH:43][cH:44][cH:45][cH:46]3)[c:47]3[cH:48][cH:49][cH:50][cH:51][cH:52]3)[c:17]3[cH:18][cH:19][c:20]([NH:23][C:24](=[O:25])[C:26]4([CH:31]([CH3:32])[OH:33])[CH2:27][N:28]([CH2:54][C:55](=[O:56])[N:57]5[CH2:58][CH2:59][N:60]([c:63]6[cH:64][cH:65][c:66](-[c:69]7[n:70][cH:71][cH:72][cH:73][n:74]7)[cH:67][cH:68]6)[CH2:61][CH2:62]5)[CH2:29][CH2:30]4)[cH:21][c:22]23)[cH:12][cH:13]1. Starting materials: COC1=C(C=O)C=C(C=C1)I (2-methoxy-5-iodobenzaldehyde), C(C=C)(=O)OC (methyl acrylate), ester. The product is C(=O)C=1C=C(C=CC(=O)O)C=CC1OC (3-formyl-4-methoxycinnamic acid). RXN SMILES: [CH3:1][O:2][C:3]1[CH:10]=[CH:9][C:8](I)=[CH:7][C:4]=1[CH:5]=[O:6].[C:12]([O:16]C)(=[O:15])[CH:13]=[CH2:14]>>[CH:5]([C:4]1[CH:7]=[C:8]([CH:9]=[CH:10][C:3]=1[O:2][CH3:1])[CH:14]=[CH:13][C:12]([OH:16])=[O:15])=[O:6]. Reported procedure: In order to implement this procedure, 2-methoxy-5-iodobenzaldehyde (V) was used as starting material, which, through a Heck-type reaction with methyl acrylate followed by in situ hydrolysis of the ester gave 3-formyl-4-methoxycinnamic acid (VI). Alternatively, the coupling reaction may be carried out with acrylic acid, therefore avoiding the hydrolysis step. The 3-formyl-4-methoxycinnamic acid (VI) was reacted with 3 equivalents of Deoxo-Fluor® solution in toluene or tetrahydrofuran, preferably ...